Dataset: the Open Reaction Database (ORD), a public repository of structured organic reaction records. Task: describe an organic reaction: reactants, conditions, products, and yield Reactants: NC=1C=C2C(=CNC2=CC1)C1CCN(CC1)C (5-amino-3-(1-methylpiperidin-4-yl)-1H-indole), CN1C(=CC=C1)C(=O)O (N-methylpyrrole-2-carboxylic acid). Product: CN1C(=CC=C1)C(=O)NC=1C=C2C(=CNC2=CC1)C1CCN(CC1)C (5-(N-methyl-2-pyrroyl)amino-3-(1-methylpiperidin-4-yl)-1H-indole). Yield: 107.0%. As a reaction SMILES: [NH2:1][C:2]1[CH:3]=[C:4]2[C:8](=[CH:9][CH:10]=1)[NH:7][CH:6]=[C:5]2[CH:11]1[CH2:16][CH2:15][N:14]([CH3:17])[CH2:13][CH2:12]1.[CH3:18][N:19]1[CH:23]=[CH:22][CH:21]=[C:20]1[C:24](O)=[O:25]>>[CH3:18][N:19]1[CH:23]=[CH:22][CH:21]=[C:20]1[C:24]([NH:1][C:2]1[CH:3]=[C:4]2[C:8](=[CH:9][CH:10]=1)[NH:7][CH:6]=[C:5]2[CH:11]1[CH2:16][CH2:15][N:14]([CH3:17])[CH2:13][CH2:12]1)=[O:25]. Reported procedure: Beginning with 12.0 mg (0.05 mMol) 5-amino-3-(1-methylpiperidin-4-yl)-1H-indole and 19.0 mg (0.15 mMol) N-methylpyrrole-2-carboxylic acid, 18.0 mg (100%) of the title compound were recovered. Starting materials: C[Mg]Cl (methyl magnesium chloride), BrC=1SC2=C(N1)C(=CC(=C2)Cl)Cl (2-bromo-4,6-dichlorobenzothiazole), Cl (hydrochloric acid). Solvent: O1CCCC1 (tetrahydrofuran). Conditions: temperature -78 celsius, time 2 hour. Yields the product ClC1=CC(=CC2=C1N=CS2)Cl (4,6-Dichlorobenzothiazole). RXN SMILES: C[Mg]Cl.Br[C:5]1[S:6][C:7]2[CH:13]=[C:12]([Cl:14])[CH:11]=[C:10]([Cl:15])[C:8]=2[N:9]=1.Cl>O1CCCC1>[Cl:15][C:10]1[C:8]2[N:9]=[CH:5][S:6][C:7]=2[CH:13]=[C:12]([Cl:14])[CH:11]=1. Reported procedure: A solution of 98 mmol of methyl magnesium chloride in tetrahydrofruan was added dropwise to a solution of 14 g (49 mmol) of 2-bromo-4,6-dichlorobenzothiazole in 200 ml of tetrahydrofuran, which solution had been cooled to -78° C. After 2 hours, acidification was effected with 10% strength hydrochloric acid and the product was then extracted with diethyl ether. The organic phase was washed with water, saturated aqueous sodium bicarbonate solution and water, dried over sodium sulfate and finally e... Reactants: Cl.N1=C(C=CC=C1)N(C(=O)C1=CC2=C(N(C(=N2)CN(C)C2=CC=C(C=C2)C(N)=N)C)C=C1)CCC(=O)OCC (1-methyl-2-[N-(4-amidinophenyl)-N-methylaminomethyl]benzimidazol-5-yl-carboxylic acid-N-(2-pyridyl)-N-(2-ethoxycarbonylethyl)amide hydrochloride), ClC(=O)OCCCC (n-butyl chloroformate), C33H39N7O5. The product is N1=C(C=CC=C1)N(C(=O)C1=CC2=C(N(C(=N2)CN(C)C2=CC=C(C=C2)C(NC(=O)OCCCC)=N)C)C=C1)CCC(=O)OCC (1-Methyl-2-[N-[4-(N-n-butyloxycarbonylamidino)phenyl]-N-methylaminomethyl]benzimidazol-5-yl-carboxylic acid-N-(2-pyridyl)-N-(2-ethoxycarbonylethyl)amide). Yield: 34.0%. Reaction SMILES: Cl.[N:2]1[CH:7]=[CH:6][CH:5]=[CH:4][C:3]=1[N:8]([CH2:33][CH2:34][C:35]([O:37][CH2:38][CH3:39])=[O:36])[C:9]([C:11]1[CH:32]=[CH:31][C:14]2[N:15]([CH3:30])[C:16]([CH2:18][N:19]([C:21]3[CH:26]=[CH:25][C:24]([C:27](=[NH:29])[NH2:28])=[CH:23][CH:22]=3)[CH3:20])=[N:17][C:13]=2[CH:12]=1)=[O:10].Cl[C:41]([O:43][CH2:44][CH2:45][CH2:46][CH3:47])=[O:42]>>[N:2]1[CH:7]=[CH:6][CH:5]=[CH:4][C:3]=1[N:8]([CH2:33][CH2:34][C:35]([O:37][CH2:38][CH3:39])=[O:36])[C:9]([C:11]1[CH:32]=[CH:31][C:14]2[N:15]([CH3:30])[C:16]([CH2:18][N:19]([C:21]3[CH:26]=[CH:25][C:24]([C:27](=[NH:28])[NH:29][C:41]([O:43][CH2:44][CH2:45][CH2:46][CH3:47])=[O:42])=[CH:23][CH:22]=3)[CH3:20])=[N:17][C:13]=2[CH:12]=1)=[O:10] |f:0.1|. Procedure details: Prepared analogously to Example 90 from 1-methyl-2-[N-(4-amidinophenyl)-N-methylaminomethyl]benzimidazol-5-yl-carboxylic acid-N-(2-pyridyl)-N-(2-ethoxycarbonylethyl)amide hydrochloride and n-butyl chloroformate. Yield: 34% of theory, C33H39N7O5 (613.7); EKA mass spectrum: (M+H)+=614; (M+H+Na)++=318.7; (M+Na)+=636. The reactants are ClC=1C=CC2=C(C(=NC3=C(O2)C=CC(=C3)Cl)C3=CC=NC=C3)C1 (2,8-dichloro-11-(4-pyridyl)-dibenz[b,f][1,4]oxazepine), [H-].[Al+3].[Li+].[H-].[H-].[H-] (lithium aluminum hydride). Solvent: CCOCC (ether). Product: ClC=1C=CC2=C(C(NC3=C(O2)C=CC(=C3)Cl)C3=CC=NC=C3)C1 (2,8-dichloro-10,11-dihydro-11-(4-pyridyl)dibenz[b,f][1,4]oxazepine). RXN SMILES: [Cl:1][C:2]1[CH:3]=[CH:4][C:5]2[O:11][C:10]3[CH:12]=[CH:13][C:14]([Cl:16])=[CH:15][C:9]=3[N:8]=[C:7]([C:17]3[CH:22]=[CH:21][N:20]=[CH:19][CH:18]=3)[C:6]=2[CH:23]=1.[H-].[Al+3].[Li+].[H-].[H-].[H-]>CCOCC>[Cl:1][C:2]1[CH:3]=[CH:4][C:5]2[O:11][C:10]3[CH:12]=[CH:13][C:14]([Cl:16])=[CH:15][C:9]=3[NH:8][CH:7]([C:17]3[CH:22]=[CH:21][N:20]=[CH:19][CH:18]=3)[C:6]=2[CH:23]=1 |f:1.2.3.4.5.6|. Reported procedure: A 20.0 g. portion of 2,8-dichloro-11-(4-pyridyl)-dibenz[b,f][1,4]oxazepine (Example 2), 10.0 g. of lithium aluminum hydride and 800 ml. of ether are reacted as described in Example 3, giving 2,8-dichloro-10,11-dihydro-11-(4-pyridyl)dibenz[b,f][1,4]oxazepine, mp. 202°-205° C. Reactants: FC(C(=O)O)(F)F (trifluoroacetic acid), C(C)(C)[Si](O[C@H]1C[C@@H](O[C@@H]1COC(C1=CC=C(C=C1)OC)(C1=CC=C(C=C1)OC)C1=CC=CC=C1)N1C(=O)NC(=O)C(C)=C1)(C(C)C)C(C)C (3'-O-triisopropylsilyl-5'-O-(4,4'-dimethoxytrityl)thymidine), N1=CC=CC=C1 (pyridine). Solvent: C(Cl)(Cl)Cl (chloroform). Product: C(C)(C)[Si](O[C@H]1C[C@@H](O[C@@H]1CO)N1C(=O)NC(=O)C(C)=C1)(C(C)C)C(C)C (3'-O-(Triisopropylsilyl)thymidine). The yield is 94.2%. As a reaction SMILES: FC(F)(F)C(O)=O.[CH:8]([Si:11]([CH:55]([CH3:57])[CH3:56])([CH:52]([CH3:54])[CH3:53])[O:12][C@@H:13]1[C@@H:17]([CH2:18][O:19]C(C2C=CC=CC=2)(C2C=CC(OC)=CC=2)C2C=CC(OC)=CC=2)[O:16][C@@H:15]([N:43]2[CH:51]=[C:49]([CH3:50])[C:47](=[O:48])[NH:46][C:44]2=[O:45])[CH2:14]1)([CH3:10])[CH3:9].N1C=CC=CC=1>C(Cl)(Cl)Cl>[CH:55]([Si:11]([CH:8]([CH3:10])[CH3:9])([CH:52]([CH3:54])[CH3:53])[O:12][C@@H:13]1[C@@H:17]([CH2:18][OH:19])[O:16][C@@H:15]([N:43]2[CH:51]=[C:49]([CH3:50])[C:47](=[O:48])[NH:46][C:44]2=[O:45])[CH2:14]1)([CH3:56])[CH3:57]. Procedure: 1.6 ml of trifluoroacetic acid were added dropwise to a solution of 1.861 g (2.655 mmol) of 3'-O-triisopropylsilyl-5'-O-(4,4'-dimethoxytrityl)thymidine [prepared as described in step (a) above] in 80 ml of chloroform, whilst cooling in an ice bath and stirring. The resulting mixture was stirred for 10 minutes and then 2 ml of pyridine were added. The reaction mixture was washed twice, each time with 100 ml of a 5% w/v aqueous solution of sodium hydrogencarbonate and dried over anhydrous sodium s... The reactants are CC(=O)Cl, Cc1cc(C2=NOC(c3cc(Cl)cc(Cl)c3)(C(F)(F)F)C2)ccc1C(=O)Nc1ncc(Cl)cn1, [H-], [H][H], [Na+], C1CCOC1, O. The product is CC(=O)N(C(=O)c1ccc(C2=NOC(c3cc(Cl)cc(Cl)c3)(C(F)(F)F)C2)cc1C)c1ncc(Cl)cn1. RXN SMILES: [CH3:39][C:40]([Cl:41])=[O:42].[Cl:1][c:2]1[cH:3][n:4][c:5]([NH:8][C:9]([c:10]2[c:11]([CH3:33])[cH:12][c:13]([C:16]3=[N:17][O:18][C:19]([C:21]([F:22])([F:23])[F:24])([c:25]4[cH:26][c:27]([Cl:32])[cH:28][c:29]([Cl:31])[cH:30]4)[CH2:20]3)[cH:14][cH:15]2)=[O:34])[n:6][cH:7]1.[H-:35].[H:37][H:38].[Na+:36].[O:43]1[CH2:44][CH2:45][CH2:46][CH2:47]1.[OH2:48]>>[Cl:1][c:2]1[cH:3][n:4][c:5]([N:8]([C:9]([c:10]2[c:11]([CH3:33])[cH:12][c:13]([C:16]3=[N:17][O:18][C:19]([C:21]([F:22])([F:23])[F:24])([c:25]4[cH:26][c:27]([Cl:32])[cH:28][c:29]([Cl:31])[cH:30]4)[CH2:20]3)[cH:14][cH:15]2)=[O:34])[C:40]([CH3:39])=[O:42])[n:6][cH:7]1. The reactants are [N+](=O)([O-])C=1C=CC2=C([C@@H]3[C@H]([C@](O2)(C(OC)OC)C)O3)C1 ((2S,3R,4R)-6-nitro-2-methyl-2-dimethoxymethyl-3,4-epoxy-3,4-dihydro-2H-1-benzopyran), CC1=CC=C(C=C1)NCC=1N=NN(N1)C (N-(4-methylphenyl)-N-(2-methyl-2H-tetrazol-5-ylmethyl)amine). Product: [N+](=O)([O-])C=1C=CC2=C([C@@H]([C@H]([C@](O2)(C(OC)OC)C)O)N(CC=2N=NN(N2)C)C2=CC=C(C=C2)C)C1 ((2S,3R,4S)-6-nitro-4-[N-(4-methylphenyl)-N-(2-methyl-2H-tetrazol-5-ylmethyl)amino]-3-hydroxy-2-methyl-2-dimethoxymethyl-3,4-dihydro-2H-1-benzopyran). Yield: 75.0%. As a reaction SMILES: [N+:1]([C:4]1[CH:5]=[CH:6][C:7]2[O:12][C@:11]([CH3:18])([CH:13]([O:16][CH3:17])[O:14][CH3:15])[C@@H:10]3[O:19][C@@H:9]3[C:8]=2[CH:20]=1)([O-:3])=[O:2].[CH3:21][C:22]1[CH:27]=[CH:26][C:25]([NH:28][CH2:29][C:30]2[N:31]=[N:32][N:33]([CH3:35])[N:34]=2)=[CH:24][CH:23]=1>>[N+:1]([C:4]1[CH:5]=[CH:6][C:7]2[O:12][C@:11]([CH3:18])([CH:13]([O:16][CH3:17])[O:14][CH3:15])[C@H:10]([OH:19])[C@@H:9]([N:28]([C:25]3[CH:26]=[CH:27][C:22]([CH3:21])=[CH:23][CH:24]=3)[CH2:29][C:30]3[N:31]=[N:32][N:33]([CH3:35])[N:34]=3)[C:8]=2[CH:20]=1)([O-:3])=[O:2]. Procedure: The same procedure as step 3 of example 1 was accomplished, except for using the epoxide compound (300 mg, 1.1 mmol) obtained in step 1 of example 2 and N-(4-methylphenyl)-N-(2-methyl-2H-tetrazol-5-ylmethyl)amine. The crude product was purified by silica gel column chromatography (developing solvent-n-hexane:ethyl acetate=2:1), to give desired compound (388 mg, yield: 75%). The reactants are ClC=1C=C(N)C=CC1Cl (3,4-dichloroaniline), C(CC)N1C(=O)N(C=2N=C(NC2C1=O)C1=CC(=NN1C)OCC(=O)O)CCC (2-[5-(1,3-dipropyl-xanthin-8-yl)-1-methyl-pyrazol-3-yl)oxyacetic acid). Product: CCCN1C2=NC(=C3C=C(NN3C)OCC(=O)NC4=CC(=C(C=C4)Cl)Cl)N=C2C(=O)N(C1=O)CCC (AS100). Reaction SMILES: [Cl:1][C:2]1[CH:3]=[C:4]([CH:6]=[CH:7][C:8]=1[Cl:9])[NH2:5].[CH2:10]([N:13]1[C:22](=[O:23])[C:21]2[NH:20][C:19]([C:24]3[N:28]([CH3:29])[N:27]=[C:26]([O:30][CH2:31][C:32](O)=[O:33])[CH:25]=3)=[N:18][C:17]=2[N:16]([CH2:35][CH2:36][CH3:37])[C:14]1=[O:15])[CH2:11][CH3:12]>>[CH3:37][CH2:36][CH2:35][N:16]1[C:14](=[O:15])[N:13]([CH2:10][CH2:11][CH3:12])[C:22](=[O:23])[C:21]2[C:17]1=[N:18][C:19]([N:20]=2)=[C:24]1[N:28]([CH3:29])[NH:27][C:26]([O:30][CH2:31][C:32]([NH:5][C:4]2[CH:6]=[CH:7][C:8]([Cl:9])=[C:2]([Cl:1])[CH:3]=2)=[O:33])=[CH:25]1. Procedure: Using 3,4-dichloroaniline and 2-[5-(1,3-dipropyl-xanthin-8-yl)-1-methyl-pyrazol-3-yl)oxyacetic acid (Example 36), according to the method described in Example 36. Reactants: C=CCNC1(CON(C)C(=O)OC(C)(C)C)CC2(CCCOC2)Oc2ccc(Br)cc21, C1CCOC1, O=C(C=Cc1ccccc1)C=Cc1ccccc1, O=C(C=Cc1ccccc1)C=Cc1ccccc1, O=C(C=Cc1ccccc1)C=Cc1ccccc1, O=C(O)c1ccccc1S, [Pd], [Pd], c1ccc(P(CCCCP(c2ccccc2)c2ccccc2)c2ccccc2)cc1. The product is CN(OCC1(N)CC2(CCCOC2)Oc2ccc(Br)cc21)C(=O)OC(C)(C)C. As a reaction SMILES: [CH2:31]([CH:32]=[CH2:33])[NH:34][C:35]1([CH2:51][O:52][N:53]([C:54]([O:55][C:56]([CH3:57])([CH3:58])[CH3:59])=[O:60])[CH3:61])[CH2:36][C:37]2([O:38][c:39]3[cH:40][cH:41][c:42]([Br:45])[cH:43][c:44]31)[CH2:46][O:47][CH2:48][CH2:49][CH2:50]2.[CH2:72]1[O:73][CH2:74][CH2:75][CH2:76]1.[O:115]=[C:116]([CH:117]=[CH:118][c:119]1[cH:120][cH:121][cH:122][cH:123][cH:124]1)[CH:125]=[CH:126][c:127]1[cH:128][cH:129][cH:130][cH:131][cH:132]1.[O:79]=[C:80]([CH:81]=[CH:82][c:83]1[cH:84][cH:85][cH:86][cH:87][cH:88]1)[CH:89]=[CH:90][c:91]1[cH:92][cH:93][cH:94][cH:95][cH:96]1.[O:97]=[C:98]([CH:99]=[CH:100][c:101]1[cH:102][cH:103][cH:104][cH:105][cH:106]1)[CH:107]=[CH:108][c:109]1[cH:110][cH:111][cH:112][cH:113][cH:114]1.[OH:62][C:63]([c:64]1[c:65]([SH:66])[cH:67][cH:68][cH:69][cH:70]1)=[O:71].[Pd:77].[Pd:78].[c:1]1([P:2]([c:3]2[cH:4][cH:5][cH:6][cH:7][cH:8]2)[CH2:9][CH2:10][CH2:11][CH2:12][P:13]([c:14]2[cH:15][cH:16][cH:17][cH:18][cH:19]2)[c:20]2[cH:21][cH:22][cH:23][cH:24][cH:25]2)[cH:26][cH:27][cH:28][cH:29][cH:30]1>>[NH2:34][C:35]1([CH2:51][O:52][N:53]([C:54]([O:55][C:56]([CH3:57])([CH3:58])[CH3:59])=[O:60])[CH3:61])[CH2:36][C:37]2([O:38][c:39]3[cH:40][cH:41][c:42]([Br:45])[cH:43][c:44]31)[CH2:46][O:47][CH2:48][CH2:49][CH2:50]2. The reactants are C1CCOC1, Nc1ccc(CCC(=O)O)cc1, Cc1cc(C(=O)Nc2cccc(C(=O)c3ccc4c(c3)NC(=O)C4=CO)c2)n(C)n1. Yields the product Cc1cc(C(=O)Nc2cccc(C(=O)c3ccc4c(c3)NC(=O)C4=CNc3ccc(CCC(=O)O)cc3)c2)n(C)n1. As a reaction SMILES: [CH2:43]1[O:44][CH2:45][CH2:46][CH2:47]1.[NH2:31][c:32]1[cH:33][cH:34][c:35]([CH2:38][CH2:39][C:40](=[O:41])[OH:42])[cH:36][cH:37]1.[OH:1][CH:2]=[C:3]1[C:4](=[O:30])[NH:5][c:6]2[cH:7][c:8]([C:12](=[O:13])[c:14]3[cH:15][c:16]([NH:20][C:21](=[O:22])[c:23]4[n:24]([CH3:29])[n:25][c:26]([CH3:28])[cH:27]4)[cH:17][cH:18][cH:19]3)[cH:9][cH:10][c:11]21>>[CH:2](=[C:3]1[C:4](=[O:30])[NH:5][c:6]2[cH:7][c:8]([C:12](=[O:13])[c:14]3[cH:15][c:16]([NH:20][C:21](=[O:22])[c:23]4[n:24]([CH3:29])[n:25][c:26]([CH3:28])[cH:27]4)[cH:17][cH:18][cH:19]3)[cH:9][cH:10][c:11]21)[NH:31][c:32]1[cH:33][cH:34][c:35]([CH2:38][CH2:39][C:40](=[O:41])[OH:42])[cH:36][cH:37]1.